This data is from the Open Reaction Database (ORD), a public repository of structured organic reaction records. The task is: describe an organic reaction: reactants, conditions, products, and yield Starting materials: CCOC(=O)C (EtOAc), COC(=O)C1=CC2=CC(=CC=C2C=C1O)O (3,7-dihydroxynaphthalene-2-carboxylic acid methyl ester), C(C)(C)(C)OC(CBr)=O (bromoacetic acid tert-butyl ester), C([O-])([O-])=O.[K+].[K+] (potassium carbonate). The solvent is CN(C)C=O (DMF). Run at temperature 60 celsius, time 18 hour. Yields the product COC(=O)C1=CC2=CC(=CC=C2C=C1O)OCC(=O)OC(C)(C)C (7-tert-Butoxycarbonylmethoxy-3-hydroxynaphthalene-2-carboxylic acid methyl ester). RXN SMILES: [CH3:1][O:2][C:3]([C:5]1[C:14]([OH:15])=[CH:13][C:12]2[C:7](=[CH:8][C:9]([OH:16])=[CH:10][CH:11]=2)[CH:6]=1)=[O:4].[C:17]([O:21][C:22](=[O:25])[CH2:23]Br)([CH3:20])([CH3:19])[CH3:18].C(=O)([O-])[O-].[K+].[K+].CCOC(C)=O>CN(C=O)C>[CH3:1][O:2][C:3]([C:5]1[C:14]([OH:15])=[CH:13][C:12]2[C:7](=[CH:8][C:9]([O:16][CH2:23][C:22]([O:21][C:17]([CH3:20])([CH3:19])[CH3:18])=[O:25])=[CH:10][CH:11]=2)[CH:6]=1)=[O:4] |f:2.3.4|. Procedure details: A mixture of 3,7-dihydroxynaphthalene-2-carboxylic acid methyl ester (3.32 g, 15.5 mmol), bromoacetic acid tert-butyl ester (2.29 mL, 15.5 mmol) and potassium carbonate (4.28 g, 31.0 mmol) in DMF (20 mL) is stirred at 60° C. for 18 h. The reaction mixture is poured to EtOAc, wash with water and brine. It is then dried with MgSO4 and concentrated to give the title compound. Reactants: Nc1ccc(Br)cc1[N+](=O)[O-], CCOC(C)=O, CCCCCC, O=C(Cl)CCl. The product is O=C(CCl)Nc1ccc(Br)cc1[N+](=O)[O-]. As a reaction SMILES: [Br:1][c:2]1[cH:3][c:4]([N+:9](=[O:10])[O-:11])[c:5]([NH2:6])[cH:7][cH:8]1.[C:23]([O:24][CH2:25][CH3:26])(=[O:27])[CH3:28].[CH3:17][CH2:18][CH2:19][CH2:20][CH2:21][CH3:22].[Cl:12][CH2:13][C:14](=[O:15])[Cl:16]>>[Br:1][c:2]1[cH:3][c:4]([N+:9](=[O:10])[O-:11])[c:5]([NH:6][C:14]([CH2:13][Cl:12])=[O:15])[cH:7][cH:8]1. The reactants are CC(C)(C)c1cc(O)ccc1O, COCCO, ClCc1ccccc1, [K+], [K+], O=C([O-])[O-], O. The product is CC(C)(C)c1cc(OCc2ccccc2)ccc1O. As a reaction SMILES: [C:1]([CH3:2])([CH3:3])([CH3:4])[c:5]1[c:6]([OH:7])[cH:8][cH:9][c:10]([OH:12])[cH:11]1.[CH3:28][O:29][CH2:30][CH2:31][OH:32].[Cl:19][CH2:20][c:21]1[cH:22][cH:23][cH:24][cH:25][cH:26]1.[K+:13].[K+:14].[O-:15][C:16]([O-:17])=[O:18].[OH2:27]>>[C:1]([CH3:2])([CH3:3])([CH3:4])[c:5]1[c:6]([OH:7])[cH:8][cH:9][c:10]([O:12][CH2:20][c:21]2[cH:22][cH:23][cH:24][cH:25][cH:26]2)[cH:11]1. RXN SMILES: [O:1]([C:3]1[CH:15]=[CH:14][C:6]([C:7]([CH2:9][CH2:10][C:11]([OH:13])=[O:12])=[O:8])=[CH:5][CH:4]=1)C.O>II>[OH:1][C:3]1[CH:4]=[CH:5][C:6]([C:7]([CH2:9][CH2:10][C:11]([OH:13])=[O:12])=[O:8])=[CH:14][CH:15]=1. Reaction conditions: temperature 140 celsius. Run in II (iodine). The reactants are methoxy, O(C)C1=CC=C(C(=O)CCC(=O)O)C=C1 (3-(4-methoxylbenzoyl)propionic acid), O (water). Procedure: The methoxy derivative, Compound 3.2 (14.54 g, 70 mmol), was dissolved in iodine free hydriodic acid (150 mL) and refluxed at 140° C. for four hours. After the resulting brown solution was cooled to room temperature, water was added and the mixture was neutralized. The aqueous phase was then washed with ether; the organic layers were combined, decolorized, dried and evaporated. The remaining residue was purified by flash silica chromatography to yield a white solid (11.93 g, 88%). 1 H NMR (CDCl3... Yield: 87.8%. The product is OC1=CC=C(C(=O)CCC(=O)O)C=C1 (3-(4-Hydroxylbenzoyl)propionic acid). Starting materials: BrC1=C(C=NN1C)C(=O)OCC (ethyl 5-bromo-1-methyl-1H-pyrazole-4-carboxylate), [H-].C(C(C)C)[Al+]CC(C)C (diisobutylaluminum hydride), C(=O)([O-])C(O)C(O)C(=O)[O-].[K+].[Na+] (sodium potassium tartrate). Run in O1CCCC1 (tetrahydrofuran). Run at time 18 hour. Product: BrC1=C(C=NN1C)CO ((5-bromo-1-methyl-1H-pyrazol-4-yl)methanol). Reaction SMILES: [Br:1][C:2]1[N:6]([CH3:7])[N:5]=[CH:4][C:3]=1[C:8](OCC)=[O:9].[H-].C([Al+]CC(C)C)C(C)C.C(C(C(C([O-])=O)O)O)([O-])=O.[K+].[Na+]>O1CCCC1>[Br:1][C:2]1[N:6]([CH3:7])[N:5]=[CH:4][C:3]=1[CH2:8][OH:9] |f:1.2,3.4.5|. Procedure: A solution of ethyl 5-bromo-1-methyl-1H-pyrazole-4-carboxylate (2.00 g, 8.58 mmol) in tetrahydrofuran (30 mL) at 0° C. was treated with diisobutylaluminum hydride (1 M solution in tetrahydrofuran, 18.9 mL, 18.9 mmol), and the mixture was allowed to warm to room temperature and stir for 18 hours. Saturated aqueous sodium potassium tartrate solution was added, and stirring was continued for 4 hours. The aqueous layer was extracted with ethyl acetate, and the combined organic layers were dried over... Starting materials: ClC1=CC=C(C=C1)C1=C(CCC(C1)(C)C)CN1CCN(CC1)C1=CC(=C(C(=O)NS(=O)(=O)C2=CC(=C(C=C2)NC[C@@H]2CC[C@H](CC2)C(=O)OC)[N+](=O)[O-])C=C1)OC=1C=C2C(=NC1)NC=C2 (methyl trans-4-{[(4-{[4-(4-{[2-(4-chlorophenyl)-4,4-dimethylcyclohex-1-en-1-yl]methyl}piperazin-1-yl)-2-(1H-pyrrolo[2,3-b]pyridin-5-yloxy)benzoyl]sulfamoyl}-2-nitrophenyl)amino]methyl}cyclohexanecarboxylate), [Li+].[OH-] (LiOH). Run in O1CCCC1 (tetrahydrofuran), CO (methanol), ClCCl (dichloromethane), O (water). Reaction conditions: temperature 50 celsius. Product: ClC1=CC=C(C=C1)C1=C(CCC(C1)(C)C)CN1CCN(CC1)C1=CC(=C(C(=O)NS(=O)(=O)C2=CC(=C(C=C2)NC[C@@H]2CC[C@H](CC2)C(=O)O)[N+](=O)[O-])C=C1)OC=1C=C2C(=NC1)NC=C2 (trans-4-{[(4-{[4-(4-{[2-(4-chlorophenyl)-4,4-dimethylcyclohex-1-en-1-yl]methyl}piperazin-1-yl)-2-(1H-pyrrolo[2,3-b]pyridin-5-yloxy)benzoyl]sulfamoyl}-2-nitrophenyl)amino]methyl}cyclohexanecarboxylic acid). As a reaction SMILES: [Cl:1][C:2]1[CH:7]=[CH:6][C:5]([C:8]2[CH2:13][C:12]([CH3:15])([CH3:14])[CH2:11][CH2:10][C:9]=2[CH2:16][N:17]2[CH2:22][CH2:21][N:20]([C:23]3[CH:55]=[CH:54][C:26]([C:27]([NH:29][S:30]([C:33]4[CH:38]=[CH:37][C:36]([NH:39][CH2:40][C@H:41]5[CH2:46][CH2:45][C@H:44]([C:47]([O:49]C)=[O:48])[CH2:43][CH2:42]5)=[C:35]([N+:51]([O-:53])=[O:52])[CH:34]=4)(=[O:32])=[O:31])=[O:28])=[C:25]([O:56][C:57]4[CH:58]=[C:59]5[CH:65]=[CH:64][NH:63][C:60]5=[N:61][CH:62]=4)[CH:24]=3)[CH2:19][CH2:18]2)=[CH:4][CH:3]=1.[Li+].[OH-]>O1CCCC1.CO.ClCCl.O>[Cl:1][C:2]1[CH:3]=[CH:4][C:5]([C:8]2[CH2:13][C:12]([CH3:14])([CH3:15])[CH2:11][CH2:10][C:9]=2[CH2:16][N:17]2[CH2:18][CH2:19][N:20]([C:23]3[CH:55]=[CH:54][C:26]([C:27]([NH:29][S:30]([C:33]4[CH:38]=[CH:37][C:36]([NH:39][CH2:40][C@H:41]5[CH2:42][CH2:43][C@H:44]([C:47]([OH:49])=[O:48])[CH2:45][CH2:46]5)=[C:35]([N+:51]([O-:53])=[O:52])[CH:34]=4)(=[O:32])=[O:31])=[O:28])=[C:25]([O:56][C:57]4[CH:58]=[C:59]5[CH:65]=[CH:64][NH:63][C:60]5=[N:61][CH:62]=4)[CH:24]=3)[CH2:21][CH2:22]2)=[CH:6][CH:7]=1 |f:1.2|. Reported procedure: To a solution of EXAMPLE 379B (0.162 g) in tetrahydrofuran (2 mL) and methanol (0.5 mL) was added 1.0 M aqueous LiOH (0.596 mL) and the reaction heated to 50° C. for 1 hour. The reaction was cooled, diluted with dichloromethane (30 mL) and water (5 mL), and quenched with aqueous HCl (1.0 M, 0.6 mL). The aqueous layer was diluted with saturated NH4Cl solution (5 mL) and removed. The organic layer was dried over magnesium sulfate, filtered, and concentrated. Silica gel chromatography (Reveleris 40...